This data is from the Open Reaction Database (ORD), a public repository of structured organic reaction records. The task is: describe an organic reaction: reactants, conditions, products, and yield Reactants: C(CCCCC)C(C=O)=C (2-hexyl-2-propenal), COC(=C)C (2-methoxypropene). The reagents and catalysts are [I-].[Zn+2].[I-] (zinc iodide). Conditions: time 6 hour. Product: C(CCCCC)C=1CCC(OC1)(C)OC (5-hexyl-3,4-dihydro-2-methoxy-2-methyl-2H-pyran). The yield is 15.4%. As a reaction SMILES: [CH2:1]([C:7](=[CH2:10])[CH:8]=[O:9])[CH2:2][CH2:3][CH2:4][CH2:5][CH3:6].[CH3:11][O:12][C:13]([CH3:15])=[CH2:14]>[I-].[Zn+2].[I-]>[CH2:1]([C:7]1[CH2:10][CH2:14][C:13]([O:12][CH3:11])([CH3:15])[O:9][CH:8]=1)[CH2:2][CH2:3][CH2:4][CH2:5][CH3:6] |f:2.3.4|. Procedure: To a zinc iodide suspension (0.21 g, 0.671 mmol) in 42 g (0.3 mol) of 2-hexyl-2-propenal there were added dropwise, at 60° C. and under nitrogen, 18.5 g (0.25 mol) of 2-methoxypropene. Once the introduction was completed (23 min), the reaction was allowed to continue for 6 h at 60° C. and the mixture was then distilled on a Vigreux column to give 8.16 g of 5-hexyl-3,4-dihydro-2-methoxy-2-methyl-2H-pyran (B.p. 73°-74°/3 Pa; yield 15.4%). The reactants are CNO (N-methylhydroxylamine), [H-].[Na+] (sodium hydride), BrC=1C=CC2=C(C(=NCC=3N2C(=NN3)CCl)C3=NC=CC=C3)C1 (8-bromo-1-(chloromethyl)-6-(2-pyridyl)-4H-s-triazolo[4,3-a][1,4]benzodiazepine). The solvent is CN(C=O)C (dimethylformamide). Product: BrC=1C=CC2=C(C(=NCC=3N2C(=NN3)CN(O)C)C3=NC=CC=C3)C1 (8-bromo-1-[(methylhydroxyamino)methyl]-6-(2-pyridyl)4H-s-triazolo[4,3-a][1,4]benzodiazepine). As a reaction SMILES: [CH3:1][NH:2][OH:3].[H-].[Na+].[Br:6][C:7]1[CH:8]=[CH:9][C:10]2[N:16]3[C:17]([CH2:20]Cl)=[N:18][N:19]=[C:15]3[CH2:14][N:13]=[C:12]([C:22]3[CH:27]=[CH:26][CH:25]=[CH:24][N:23]=3)[C:11]=2[CH:28]=1>CN(C)C=O>[Br:6][C:7]1[CH:8]=[CH:9][C:10]2[N:16]3[C:17]([CH2:20][N:2]([CH3:1])[OH:3])=[N:18][N:19]=[C:15]3[CH2:14][N:13]=[C:12]([C:22]3[CH:27]=[CH:26][CH:25]=[CH:24][N:23]=3)[C:11]=2[CH:28]=1 |f:1.2|. Procedure: In the manner given in Example 16, a solution of N-methylhydroxylamine in dimethylformamide is treated with sodium hydride suspended in mineral oil, and the mixture is treated with 8-bromo-1-(chloromethyl)-6-(2-pyridyl)-4H-s-triazolo[4,3-a][1,4]benzodiazepine to give 8-bromo-1-[(methylhydroxyamino)methyl]-6-(2-pyridyl)4H-s-triazolo[4,3-a][1,4]benzodiazepine. Reactants: C(C1=CC=CC=C1)OC1=NC=CC=C1OCC1CO1 (2-benzyloxy-3-(2,3-epoxypropoxy)-pyridine), N1CCC(CC1)N1C(NCC1)=O (1-(4-piperidyl)-imidazolidin-2-one). Run in C(C)(C)O (isopropanol). Run at time 16.5 hour. Yields the product OC(CN1CCC(CC1)N1C(NCC1)=O)COC=1C(=NC=CC1)OCC1=CC=CC=C1 (1-{1-[2-hydroxy-3-(2-benzyloxy-3-pyridyloxy)-propyl]-4-piperidyl}-imidazolidin-2-one). Reaction SMILES: [CH2:1]([O:8][C:9]1[C:14]([O:15][CH2:16][CH:17]2[O:19][CH2:18]2)=[CH:13][CH:12]=[CH:11][N:10]=1)[C:2]1[CH:7]=[CH:6][CH:5]=[CH:4][CH:3]=1.[NH:20]1[CH2:25][CH2:24][CH:23]([N:26]2[CH2:30][CH2:29][NH:28][C:27]2=[O:31])[CH2:22][CH2:21]1>C(O)(C)C>[OH:19][CH:17]([CH2:16][O:15][C:14]1[C:9]([O:8][CH2:1][C:2]2[CH:3]=[CH:4][CH:5]=[CH:6][CH:7]=2)=[N:10][CH:11]=[CH:12][CH:13]=1)[CH2:18][N:20]1[CH2:21][CH2:22][CH:23]([N:26]2[CH2:30][CH2:29][NH:28][C:27]2=[O:31])[CH2:24][CH2:25]1. Procedure details: 4.8 g of 2-benzyloxy-3-(2,3-epoxypropoxy)-pyridine and 3.0 g of 1-(4-piperidyl)-imidazolidin-2-one are dissolved in 50 ml of isopropanol and the solution is stirred for 15-18 hours at 20-30°. The crystals which have precipitated out are filtered off with suction and washed with ether and yield 1-{1-[2-hydroxy-3-(2-benzyloxy-3-pyridyloxy)-propyl]-4-piperidyl}-imidazolidin-2-one with a melting point of 145°-147°. The reactants are S(=O)=O (sulfur dioxide), C(CCC)[Li] (n-Butyllithium), solution, C(C)OC(C)OC1CN(S(C2=C1C=CS2)(=O)=O)CCCOCC (4-(1-Ethoxyethoxy)-2-(3-ethoxypropyl)-3,4-dihydro-2H-thieno[3,2-e]-1,2-thiazine 1,1-dioxide), O.O.O.C(C)(=O)[O-].[Na+] (sodium acetate trihydrate), NOS(=O)(=O)O (hydroxylamine-O-sulfonic acid). Solvent: C1CCOC1 (THF), O (water). Reaction conditions: temperature -60 celsius, time 45 minute. The product is C(C)OCCCN1S(C2=C(C(C1)O)C=C(S2)S(=O)(=O)N)(=O)=O (2-(3-Ethoxypropyl)-3,4-dihydro-4-hydroxy-2H-thieno[3,2-e]-1,2-thiazine-6-sulfonamide 1,1-dioxide). Isolated yield 86.0%. Reaction SMILES: C(OC([O:6][CH:7]1[C:12]2[CH:13]=[CH:14][S:15][C:11]=2[S:10](=[O:17])(=[O:16])[N:9]([CH2:18][CH2:19][CH2:20][O:21][CH2:22][CH3:23])[CH2:8]1)C)C.C([Li])CCC.[S:29](=[O:31])=[O:30].O.O.O.C([O-])(=O)C.[Na+].[NH2:40]OS(O)(=O)=O>C1COCC1.O>[CH2:22]([O:21][CH2:20][CH2:19][CH2:18][N:9]1[CH2:8][CH:7]([OH:6])[C:12]2[CH:13]=[C:14]([S:29]([NH2:40])(=[O:31])=[O:30])[S:15][C:11]=2[S:10]1(=[O:17])=[O:16])[CH3:23] |f:3.4.5.6.7|. Procedure details: A solution of the product from Step C (13.25 g, 36.5 mmol) in THF (250 mL) was degassed under nitrogen and cooled to -60° C. in a dry-ice/isopropanol bath. n-Butyllithium (16.0 mL of a 2.5M solution, 40 mmol) was added slowly over 5 min and the mixture was stirred at -60° C. for 45 min followed by the introduction of excess sulfur dioxide gas into the flask. The mixture was allowed to warm to room temperature over two hours and the solvent was removed by evaporation. The residue was mixed with w... The reactants are BrC1=C(C#N)C(=CC=N1)Br (2,4-dibromonicotinonitrile), NCCCC1=CC=CC=C1 (3-aminopropylbenzene), CCN(C(C)C)C(C)C (Hunig's Base). Run in CN(C)C=O (DMF). Product: BrC1=C(C#N)C(=CC=N1)NCCCC1=CC=CC=C1 (2-Bromo-4-((3-phenylpropyl)amino)nicotinonitrile). The yield is 65.4%. Reaction SMILES: [Br:1][C:2]1[N:9]=[CH:8][CH:7]=[C:6](Br)[C:3]=1[C:4]#[N:5].[NH2:11][CH2:12][CH2:13][CH2:14][C:15]1[CH:20]=[CH:19][CH:18]=[CH:17][CH:16]=1.CCN(C(C)C)C(C)C>CN(C=O)C>[Br:1][C:2]1[N:9]=[CH:8][CH:7]=[C:6]([NH:11][CH2:12][CH2:13][CH2:14][C:15]2[CH:20]=[CH:19][CH:18]=[CH:17][CH:16]=2)[C:3]=1[C:4]#[N:5]. Procedure: Prepared according to the methods above using 2,4-dibromonicotinonitrile (100 mg, 0.382 mmol), 3-aminopropylbenzene (0.058 mL, 0.401 mmol) and Hunig's Base (0.080 mL, 0.458 mmol) in DMF (1.5 mL) to give the desired product as a white solid (79 mg). LC/MS (316/318, [M−H]−/[M+H]+); 1H NMR (400 MHz, CHLOROFORM-d) δ 8.02 (dd, J=6.0, 0.5 Hz, 1H), 7.37-7.30 (m, 2H), 7.28-7.15 (m, 3H), 6.42 (d, J=6.0 Hz, 1H), 5.26 (br. s., 1H), 3.28 (td, J=7.0, 5.8 Hz, 2H), 2.75 (t, J=7.4 Hz, 2H), 2.03 (quin, J=7.3 Hz,... The reactants are N1=C(C=CC=C1)CCl (2-picolyl chloride), Cl.N1=C(C=CC=C1)CCl (2-picolyl chloride hydrochloride), C([O-])([O-])=O.[K+].[K+] (potassium carbonate), CC(C)N(CCC(C#N)C1=CC=CC=C1)C(C)C (α-[2-[bis(1-methylethyl)amino]ethyl]-phenylacetonitrile), [H-].[K+] (potassium hydride). The solvent is C1(=CC=CC=C1)C (toluene), C1(=CC=CC=C1)C (toluene), O (water), O (water). The product is CC(C)N(CCC(C#N)(CC1=NC=CC=C1)C1=CC=CC=C1)C(C)C (α-[2-[bis(1-methylethyl)amino]ethyl]-α-phenyl-2-pyridinepropanenitrile). Yield: 46.8%. Reaction SMILES: Cl.[N:2]1[CH:7]=[CH:6][CH:5]=[CH:4][C:3]=1[CH2:8]Cl.C(=O)([O-])[O-].[K+].[K+].[CH3:16][CH:17]([N:19]([CH:31]([CH3:33])[CH3:32])[CH2:20][CH2:21][CH:22]([C:25]1[CH:30]=[CH:29][CH:28]=[CH:27][CH:26]=1)[C:23]#[N:24])[CH3:18].[H-].[K+].N1C=CC=CC=1CCl>O.C1(C)C=CC=CC=1>[CH3:33][CH:31]([N:19]([CH:17]([CH3:18])[CH3:16])[CH2:20][CH2:21][C:22]([C:25]1[CH:26]=[CH:27][CH:28]=[CH:29][CH:30]=1)([CH2:8][C:3]1[CH:4]=[CH:5][CH:6]=[CH:7][N:2]=1)[C:23]#[N:24])[CH3:32] |f:0.1,2.3.4,6.7|. Procedure: To a solution of 26 g (159 mmole) of 2-picolyl chloride hydrochloride in 50 ml of water was added in portions 22 g (159 mmoles) of potassium carbonate. The solution was extracted into diethyl ether, washed with brine, dried over magnesium sulfate, filtered, and concentrated in vacuo to oily 2-picolyl chloride. A mixture of 29.0 g (119 mmol) of α-[2-[bis(1-methylethyl)amino]ethyl]-phenylacetonitrile and 17.5 g (ca. 153 mmole) of potassium hydride (as a 30% dispersion in mineral oil) was heated fo...